From a dataset of the Open Reaction Database (ORD), a public repository of structured organic reaction records. describe an organic reaction: reactants, conditions, products, and yield Starting materials: C1CCOC1, [Cl-], COC(=O)c1ccc(Cl)nc1, OCc1c(-c2ccc(F)cc2)noc1C=Cc1ccccc1, [H-], [NH4+], [Na+], O. The product is COC(=O)c1ccc(OCc2c(-c3ccc(F)cc3)noc2C=Cc2ccccc2)nc1. RXN SMILES: [CH2:38]1[O:39][CH2:40][CH2:41][CH2:42]1.[Cl-:36].[Cl:25][c:26]1[n:27][cH:28][c:29]([C:30](=[O:31])[O:32][CH3:33])[cH:34][cH:35]1.[F:3][c:4]1[cH:5][cH:6][c:7](-[c:10]2[n:11][o:12][c:13]([CH:17]=[CH:18][c:19]3[cH:20][cH:21][cH:22][cH:23][cH:24]3)[c:14]2[CH2:15][OH:16])[cH:8][cH:9]1.[H-:1].[NH4+:37].[Na+:2].[OH2:43]>>[F:3][c:4]1[cH:5][cH:6][c:7](-[c:10]2[n:11][o:12][c:13]([CH:17]=[CH:18][c:19]3[cH:20][cH:21][cH:22][cH:23][cH:24]3)[c:14]2[CH2:15][O:16][c:26]2[n:27][cH:28][c:29]([C:30](=[O:31])[O:32][CH3:33])[cH:34][cH:35]2)[cH:8][cH:9]1. Reactants: C1CCOC1, O=Cc1ccc(C(=O)O)cc1, Nc1ccc(N2CCOCC2)cc1. The product is O=C(O)c1ccc(CNc2ccc(N3CCOCC3)cc2)cc1. RXN SMILES: [CH2:25]1[O:26][CH2:27][CH2:28][CH2:29]1.[CH:1](=[O:2])[c:3]1[cH:4][cH:5][c:6]([C:7](=[O:8])[OH:9])[cH:10][cH:11]1.[O:12]1[CH2:13][CH2:14][N:15]([c:18]2[cH:19][cH:20][c:21]([NH2:22])[cH:23][cH:24]2)[CH2:16][CH2:17]1>>[CH2:1]([c:3]1[cH:4][cH:5][c:6]([C:7](=[O:8])[OH:9])[cH:10][cH:11]1)[NH:22][c:21]1[cH:20][cH:19][c:18]([N:15]2[CH2:14][CH2:13][O:12][CH2:17][CH2:16]2)[cH:24][cH:23]1. As a reaction SMILES: [CH2:42]1[O:43][CH2:44][CH2:45][CH2:46]1.[CH3:19][c:20]1[c:21]([S:28](=[O:29])(=[O:30])[Cl:31])[c:22]([CH3:27])[cH:23][c:24]([CH3:26])[cH:25]1.[CH3:33][Si:34]([N-:35][Si:36]([CH3:37])([CH3:38])[CH3:39])([CH3:40])[CH3:41].[F:1][c:2]1[cH:3][c:4]2[c:5]([C:12]3=[CH:17][CH2:16][N:15]([CH3:18])[CH2:14][CH2:13]3)[cH:6][nH:7][c:8]2[c:9]([F:11])[cH:10]1.[Na+:32]>>[F:1][c:2]1[cH:3][c:4]2[c:5]([C:12]3=[CH:17][CH2:16][N:15]([CH3:18])[CH2:14][CH2:13]3)[cH:6][n:7]([S:28]([c:21]3[c:20]([CH3:19])[cH:25][c:24]([CH3:26])[cH:23][c:22]3[CH3:27])(=[O:29])=[O:30])[c:8]2[c:9]([F:11])[cH:10]1. Reactants: C1CCOC1, Cc1cc(C)c(S(=O)(=O)Cl)c(C)c1, C[Si](C)(C)[N-][Si](C)(C)C, CN1CC=C(c2c[nH]c3c(F)cc(F)cc23)CC1, [Na+]. Product: Cc1cc(C)c(S(=O)(=O)n2cc(C3=CCN(C)CC3)c3cc(F)cc(F)c32)c(C)c1. Reactants: S(=O)(=O)(C1=CC=C(C)C=C1)N(CC(N(C)C)=O)C1=C(C(=O)C2=C(C=CC=C2)Cl)C=C(C=C1)Cl (2-[N-(Tosyl)-N-(dimethylcarbamoylmethyl)amino]-5,2'-dichlorobenzophenone), [OH-].[Na+] (sodium hydroxide). Reagents/catalysts: [Cl-].C(C1=CC=CC=C1)[N+](CC)(CC)CC (benzyltriethylammonium chloride). Run in C(C)#N (acetonitrile), O (water). Reaction conditions: temperature 45 celsius, time 1 hour. The product is CN(C(=O)C1N(C2=CC=C(C=C2C1(O)C1=C(C=CC=C1)Cl)Cl)S(=O)(=O)C1=CC=C(C)C=C1)C (N,N-Dimethyl-5-chloro-3-(2-chlorophenyl)-3-hydroxy-1-tosylindoline-2-carboxamide). As a reaction SMILES: [S:1]([N:11]([C:18]1[CH:32]=[CH:31][C:30]([Cl:33])=[CH:29][C:19]=1[C:20]([C:22]1[CH:27]=[CH:26][CH:25]=[CH:24][C:23]=1[Cl:28])=[O:21])[CH2:12][C:13](=[O:17])[N:14]([CH3:16])[CH3:15])([C:4]1[CH:10]=[CH:9][C:7]([CH3:8])=[CH:6][CH:5]=1)(=[O:3])=[O:2].[OH-].[Na+]>C(#N)C.O.[Cl-].C([N+](CC)(CC)CC)C1C=CC=CC=1>[CH3:16][N:14]([CH3:15])[C:13]([CH:12]1[C:20]([C:22]2[CH:27]=[CH:26][CH:25]=[CH:24][C:23]=2[Cl:28])([OH:21])[C:19]2[C:18](=[CH:32][CH:31]=[C:30]([Cl:33])[CH:29]=2)[N:11]1[S:1]([C:4]1[CH:10]=[CH:9][C:7]([CH3:8])=[CH:6][CH:5]=1)(=[O:3])=[O:2])=[O:17] |f:1.2,5.6|. Procedure details: The compound of step B (1.0 g) is dissolved in acetonitrile (25 ml), and 109 mg of sodium hydroxide in 2 ml of water are added. The medium is heterogeneous; it is stirred violently at 45° C. for 1 hour, using a turbine and compressed air, either in the presence of 110 mg of benzyltriethylammonium chloride or without the addition of this reagent. Starting materials: Cc1ccc2c(c1)c(C(=O)O)cc1ccc(Br)cc12, c1ccc2ncccc2c1. The product is Cc1ccc2c(ccc3ccc(Br)cc32)c1. As a reaction SMILES: [Br:1][c:2]1[cH:3][cH:4][c:5]2[cH:6][c:7]([C:17]([OH:18])=[O:19])[c:8]3[cH:9][c:10]([CH3:16])[cH:11][cH:12][c:13]3[c:14]2[cH:15]1.[cH:20]1[cH:21][c:22]2[c:23]([n:24][cH:25][cH:26][cH:27]2)[cH:28][cH:29]1>>[Br:1][c:2]1[cH:3][cH:4][c:5]2[cH:6][cH:7][c:8]3[cH:9][c:10]([CH3:16])[cH:11][cH:12][c:13]3[c:14]2[cH:15]1. Starting materials: CN(C)C=O, O=C(Cl)CCl, Nc1ccc(Cl)nn1. The product is O=C(CCl)Nc1ccc(Cl)nn1. RXN SMILES: [CH3:14][N:15]([CH3:16])[CH:17]=[O:18].[Cl:9][CH2:10][C:11](=[O:12])[Cl:13].[NH2:1][c:2]1[n:3][n:4][c:5]([Cl:8])[cH:6][cH:7]1>>[NH:1]([c:2]1[n:3][n:4][c:5]([Cl:8])[cH:6][cH:7]1)[C:11]([CH2:10][Cl:9])=[O:12].